Dataset: the Open Reaction Database (ORD), a public repository of structured organic reaction records. Task: describe an organic reaction: reactants, conditions, products, and yield Reactants: ClC1=CC=C(OCC(=O)C2(C(C2)(F)F)C)C=C1 (1-(4-chlorophenoxyacetyl)-1-methyl-2,2-difluorocyclopropane), C[O-].[Na+] (sodium methoxide), solution, COS(=O)(=O)[O-].C[S+](C)C (trimethylsulphonium methylsulphate), O (water). The solvent is C(C)#N (acetonitrile). Reaction conditions: time 30 minute. Yields the product ClC1=CC=C(OCC2(OC2)C2(C(C2)(F)F)C)C=C1 (2-(4-chlorophenoxymethyl)-2-(2,2-difluoro-1-methylcyclopropyl)-oxirane). Reaction SMILES: C[O-].[Na+].[CH3:4][O:5]S([O-])(=O)=O.C[S+](C)C.[Cl:14][C:15]1[CH:30]=[CH:29][C:18]([O:19][CH2:20][C:21]([C:23]2([CH3:28])[CH2:25][C:24]2([F:27])[F:26])=O)=[CH:17][CH:16]=1.O>C(#N)C>[Cl:14][C:15]1[CH:16]=[CH:17][C:18]([O:19][CH2:20][C:21]2([C:23]3([CH3:28])[CH2:25][C:24]3([F:26])[F:27])[CH2:4][O:5]2)=[CH:29][CH:30]=1 |f:0.1,2.3|. Procedure details: 2.4 g (0.044 mol) of sodium methoxide are added to the solution of 30 ml (0.04 mol) of a 1.36-molar solution of trimethylsulphonium methylsulphate in acetonitrile, and the mixture is stirred at room temperature for 30 minutes. 5.8 g (0.022 mol) of 1-(4-chlorophenoxyacetyl)-1-methyl-2,2-difluorocyclopropane are then added, and the mixture is stirred for 16 hours at 20° C. The reaction mixture is poured into 200 ml of water and extracted using methylene chloride, and the organic phase is washed wi...